From a dataset of the Open Reaction Database (ORD), a public repository of structured organic reaction records. describe an organic reaction: reactants, conditions, products, and yield The reactants are OC=1C=C(C(=O)NC2=NC=C(N=C2)C)C=C(C1)O[C@@H]1C(N(CC1)C)=O (3-hydroxy-5-[(3S)-1-methyl-2-oxo-pyrrolidin-3-yl]oxy-N-(5-methylpyrazin-2-yl)benzamide), OC=1C=C(C(=O)NC2=NC=C(N=C2)C)C=C(C1)O[C@@H]1C(N(CC1)C)=O (3-hydroxy-5-[(3S)-1-methyl-2-oxo-pyrrolidin-3-yl]oxy-N-(5-methylpyrazin-2-yl)benzamide), ClC=1C=C(C(=O)N(C)C)C=CC1F (3-chloro-4-fluoro-N,N-dimethyl-benzamide), C([O-])([O-])=O.[K+].[K+] (potassium carbonate). Run in CN(C(C)=O)C (N,N-dimethylacetamide). Product: ClC1=C(OC=2C=C(C(=O)NC3=NC=C(N=C3)C)C=C(C2)O[C@@H]2C(N(CC2)C)=O)C=CC(=C1)C(N(C)C)=O (3-[2-Chloro-4-(dimethylcarbamoyl)phenoxy]-5-[(3S)-1-methyl-2-oxo-pyrrolidin-3-yl]oxy-N-(5-methylpyrazin-2-yl)benzamide). The yield is 31.0%. RXN SMILES: [OH:1][C:2]1[CH:3]=[C:4]([CH:15]=[C:16]([O:18][C@H:19]2[CH2:23][CH2:22][N:21]([CH3:24])[C:20]2=[O:25])[CH:17]=1)[C:5]([NH:7][C:8]1[CH:13]=[N:12][C:11]([CH3:14])=[CH:10][N:9]=1)=[O:6].[Cl:26][C:27]1[CH:28]=[C:29]([CH:35]=[CH:36][C:37]=1F)[C:30]([N:32]([CH3:34])[CH3:33])=[O:31].C(=O)([O-])[O-].[K+].[K+]>CN(C)C(=O)C>[Cl:26][C:27]1[CH:28]=[C:29]([C:30](=[O:31])[N:32]([CH3:33])[CH3:34])[CH:35]=[CH:36][C:37]=1[O:1][C:2]1[CH:3]=[C:4]([CH:15]=[C:16]([O:18][C@H:19]2[CH2:23][CH2:22][N:21]([CH3:24])[C:20]2=[O:25])[CH:17]=1)[C:5]([NH:7][C:8]1[CH:13]=[N:12][C:11]([CH3:14])=[CH:10][N:9]=1)=[O:6] |f:2.3.4|. Procedure details: A mixture of 3-hydroxy-5-[(3S)-1-methyl-2-oxo-pyrrolidin-3-yl]oxy-N-(5-methylpyrazin-2-yl)benzamide (Intermediate 18) (206 mg, 0.6 mmol), 3-chloro-4-fluoro-N,N-dimethyl-benzamide (CAS no. 871657-07-7) (192 mg, 0.9 mmol) and potassium carbonate (166 mg, 1.2 mmol) in N,N-dimethylacetamide (5 mL) was stirred at 160° C. for 6 hours. The solution was evaporated under reduced pressure, the residue dissolved in ethyl acetate (40 mL), washed with water (2×20 mL) and brine (10 mL), dried (MgSO4), filtere... Starting materials: N1(CCCC1)C=1C=C(C#N)C=C(N1)C1=CC=C(C=C1)C(F)(F)F (2-pyrrolidin-1-yl-6-(4-trifluoromethyl-phenyl)-isonicotinonitrile), Cl (HCl). The product is N1(CCCC1)C1=NC(=CC(=C1)CN)C1=CC=C(C=C1)C(F)(F)F (C-[2-Pyrrolidin-1-yl-6-(4-trifluoromethyl-phenyl)-pyridin-4-yl]-methylamine). The reagents and catalysts are [Pd] (Pd/C). The yield is 102.0%. Procedure: To a solution of 2-pyrrolidin-1-yl-6-(4-trifluoromethyl-phenyl)-isonicotinonitrile (0.20 g, 0.61 mmol) in ethanol (20 mL) was added 1.25 M HCl in ethanol (0.50 mL, 0.63 mmol) and Pd/C (20 mg, 10 wt. %) and the system was placed under H2 atmosphere (50 atm) for 72 hours. The reaction mixture was filtered through Celite and concentrated under reduced pressure to provide the desired product (200 mg, 99%). Reaction SMILES: [N:1]1([C:6]2[CH:7]=[C:8]([CH:11]=[C:12]([C:14]3[CH:19]=[CH:18][C:17]([C:20]([F:23])([F:22])[F:21])=[CH:16][CH:15]=3)[N:13]=2)[C:9]#[N:10])[CH2:5][CH2:4][CH2:3][CH2:2]1.Cl>C(O)C.[Pd]>[N:1]1([C:6]2[CH:7]=[C:8]([CH2:9][NH2:10])[CH:11]=[C:12]([C:14]3[CH:19]=[CH:18][C:17]([C:20]([F:23])([F:21])[F:22])=[CH:16][CH:15]=3)[N:13]=2)[CH2:5][CH2:4][CH2:3][CH2:2]1. Run in C(C)O (ethanol), C(C)O (ethanol). The reactants are BrC1=CC(=C(C=C1)F)[N+](=O)[O-] (4-bromo-1-fluoro-2-nitrobenzene), C1(=CC=CC=C1)B(O)O (benzeneboronic acid), P(=O)([O-])([O-])[O-].[K+].[K+].[K+] (potassium phosphate). Reagents/catalysts: [Pd].C1(=CC=CC=C1)P(C1=CC=CC=C1)C1=CC=CC=C1.C1(=CC=CC=C1)P(C1=CC=CC=C1)C1=CC=CC=C1.C1(=CC=CC=C1)P(C1=CC=CC=C1)C1=CC=CC=C1.C1(=CC=CC=C1)P(C1=CC=CC=C1)C1=CC=CC=C1 (Tetrakis(triphenylphosphine)-palladium(0)). Run in O1CCOCC1 (Dioxane). Run at temperature 90 celsius, time 8 hour. Product: FC1=C(C=C(C=C1)C1=CC=CC=C1)[N+](=O)[O-] (4-fluoro-3-nitrobiphenyl). Yield: 92.1%. As a reaction SMILES: Br[C:2]1[CH:7]=[CH:6][C:5]([F:8])=[C:4]([N+:9]([O-:11])=[O:10])[CH:3]=1.[C:12]1(B(O)O)[CH:17]=[CH:16][CH:15]=[CH:14][CH:13]=1.P([O-])([O-])([O-])=O.[K+].[K+].[K+]>[Pd].C1(P(C2C=CC=CC=2)C2C=CC=CC=2)C=CC=CC=1.C1(P(C2C=CC=CC=2)C2C=CC=CC=2)C=CC=CC=1.C1(P(C2C=CC=CC=2)C2C=CC=CC=2)C=CC=CC=1.C1(P(C2C=CC=CC=2)C2C=CC=CC=2)C=CC=CC=1.O1CCOCC1>[F:8][C:5]1[CH:6]=[CH:7][C:2]([C:12]2[CH:17]=[CH:16][CH:15]=[CH:14][CH:13]=2)=[CH:3][C:4]=1[N+:9]([O-:11])=[O:10] |f:2.3.4.5,6.7.8.9.10|. Reported procedure: Dioxane is added under a nitrogen atmosphere to a mixture of 4-bromo-1-fluoro-2-nitrobenzene (220 mg, 1.00 mmol), benzeneboronic acid (143 mg, 1.20 mmol), potassium phosphate (636 mg, 3.00 mmol) and Tetrakis(triphenylphosphine)-palladium(0) (55 mg, 0.05 mmol). The reaction may be heated to an appropriate temperature such as 90° C., stirred for an appropriate time, such as overnight, and filtered. The filtrate may be concentrated and purified by Biotage column chromatography to give 4-fluoro-3-ni... Reactants: FC1=C(C=CC(=C1)[N+](=O)[O-])CC(=O)OC (methyl 2-(2-fluoro-4-nitrophenyl)acetate), [BH4-].[Na+] (NaBH4). Run in CO (methanol). Reaction conditions: temperature 70 celsius, time 16 hour. Yields the product FC1=C(C=CC(=C1)[N+](=O)[O-])CCO (2-(2-fluoro-4-nitrophenyl)ethanol). Isolated yield 77.2%. As a reaction SMILES: [F:1][C:2]1[CH:7]=[C:6]([N+:8]([O-:10])=[O:9])[CH:5]=[CH:4][C:3]=1[CH2:11][C:12](OC)=[O:13].[BH4-].[Na+]>CO>[F:1][C:2]1[CH:7]=[C:6]([N+:8]([O-:10])=[O:9])[CH:5]=[CH:4][C:3]=1[CH2:11][CH2:12][OH:13] |f:1.2|. Reported procedure: To a stirred solution of methyl 2-(2-fluoro-4-nitrophenyl)acetate (3.0 g, 14.0 mmol, 1.0 eq) in methanol (30 mL) was added NaBH4 (2.08 g, 36.3 mmol, 4.0 eg) at 0° C. and stirred at 70° C. for 16 h, then the methanol was evaporated and the residue was diluted with water (30 mL), the pH adjusted to being neutral with 2N HCl and the mixture extracted with EtOAc (50 mL×3). The organic layer was separated, washed with brine, dried over Na2SO4 and the solvent evaporated to yield 2-(2-fluoro-4-nitrophe...